The task is: describe an organic reaction: reactants, conditions, products, and yield. This data is from the Open Reaction Database (ORD), a public repository of structured organic reaction records. Reactants: NC1=CC2=C(N(C(=N2)CCC2=CC=C(C=C2)C#N)C)C=C1 (5-amino-2-[2-(4-cyanophenyl)-ethyl]-1-methyl-benzimidazole), Cl (hydrochloric acid), C1=CC=C2C(=C1)C=CC=C2C=O (1-naphthylaldehyde), Na[HB(Oac)3], [OH-].[Na+] (NaOH). Run in ClCCl (dichloromethane), C(C)(=O)O (acetic acid), O (water). Yields the product C(#N)C1=CC=C(C=C1)CCC1=NC2=C(N1C)C=CC(=C2)NCC2=CC=CC1=CC=CC=C21 (2-[2-(4-Cyanophenyl)-ethyl]-1-methyl-5-naphth-1-ylmethylamino-benzimidazole). Reaction SMILES: [NH2:1][C:2]1[CH:21]=[CH:20][C:5]2[N:6]([CH3:19])[C:7]([CH2:9][CH2:10][C:11]3[CH:16]=[CH:15][C:14]([C:17]#[N:18])=[CH:13][CH:12]=3)=[N:8][C:4]=2[CH:3]=1.[CH:22]1[CH:27]=[C:26]2[CH:28]=[CH:29][CH:30]=[C:31]([CH:32]=O)[C:25]2=[CH:24][CH:23]=1.Cl.[OH-].[Na+]>ClCCl.O.C(O)(=O)C>[C:17]([C:14]1[CH:15]=[CH:16][C:11]([CH2:10][CH2:9][C:7]2[N:6]([CH3:19])[C:5]3[CH:20]=[CH:21][C:2]([NH:1][CH2:32][C:31]4[C:25]5[C:26](=[CH:27][CH:22]=[CH:23][CH:24]=5)[CH:28]=[CH:29][CH:30]=4)=[CH:3][C:4]=3[N:8]=2)=[CH:12][CH:13]=1)#[N:18] |f:3.4|. Procedure: 1.0 g (3.6 mmol) of 5-amino-2-[2-(4-cyanophenyl)-ethyl]-1-methyl-benzimidazole and 1-naphthylaldehyde (0.33 mL, 3.6 mmol) are combined with 0.22 mL acetic acid in 25 mL of dichloromethane at ambient temperature and Na[HB(Oac)3] is added thereto with stirring. The mixture is stirred for 1 h at ambient temperature, covered with water, carefully acidified with concentrated aqueous hydrochloric acid and then made alkaline with 4N NaOH solution. The organic phase is separated off, dried and evaporate...